From a dataset of the Open Reaction Database (ORD), a public repository of structured organic reaction records. describe an organic reaction: reactants, conditions, products, and yield Reactants: crude product, C(C)C=1C=C2C(C(=COC2=CC1O)C1=CC=CC=C1)=O (6-Ethyl-7-hydroxy-3-phenyl-chromen-4-one), O.NN (hydrazine hydrate). Solvent: C(C)O (ethanol). Yields the product C(C)C1=C(C=C(C(=C1)C1=NNC=C1C1=CC=CC=C1)O)O (4-Ethyl-6-(4-phenyl-1H-pyrazol-3-yl)-benzene-1,3-diol), solid. Yield: 74.7%. RXN SMILES: [CH2:1]([C:3]1[CH:4]=[C:5]2[C:10](=[CH:11][C:12]=1[OH:13])[O:9][CH:8]=[C:7]([C:14]1[CH:19]=[CH:18][CH:17]=[CH:16][CH:15]=1)[C:6]2=O)[CH3:2].O.[NH2:22][NH2:23]>C(O)C>[CH2:1]([C:3]1[CH:4]=[C:5]([C:6]2[C:7]([C:14]3[CH:19]=[CH:18][CH:17]=[CH:16][CH:15]=3)=[CH:8][NH:23][N:22]=2)[C:10]([OH:9])=[CH:11][C:12]=1[OH:13])[CH3:2] |f:1.2|. Procedure details: This compounds was synthesised in the same manner as described above. 6-Ethyl-7-hydroxy-3-phenyl-chromen-4-one (0.29 g, 1.1 mmol), hydrazine hydrate (4 ml), ethanol (20 ml). The crude product was columned to give 4-Ethyl-6-(4-phenyl-1H-pyrazol-3-yl)-benzene-1,3-diol as a off white solid (0.23 g, 74.73%); Rf 0.7 Cf SM 0.9 ethyl acetate/hexane (70/30). Reactants: [N+](=O)([O-])C=1C(NC(=C(C1)CCCC)C)=O (3-nitro-5-butyl-6-methylpyridin-2(1H)-one). Reagents/catalysts: [Pd] (palladium/carbon). The solvent is CO (methanol), O1CCCC1 (tetrahydrofuran). Conditions: time 15 hour. Product: NC=1C(NC(=C(C1)CCCC)C)=O (3-amino-5-butyl-6-methylpyridin-2(1H)-one). Yield: 88.8%. RXN SMILES: [N+:1]([C:4]1[C:5](=[O:15])[NH:6][C:7]([CH3:14])=[C:8]([CH2:10][CH2:11][CH2:12][CH3:13])[CH:9]=1)([O-])=O>CO.O1CCCC1.[Pd]>[NH2:1][C:4]1[C:5](=[O:15])[NH:6][C:7]([CH3:14])=[C:8]([CH2:10][CH2:11][CH2:12][CH3:13])[CH:9]=1. Procedure details: A solution of 3-nitro-5-butyl-6-methylpyridin-2(1H)-one (293 mg, 1.40 mmol) in methanol (10 mL) and tetrahydrofuran (10 mL) containing 5% palladium/carbon (120 mg) was hydrogenated at atmosphere pressure for 10-20 hours. The catalyst was filtered off and the solvent evaporated. This residue was triturated with diethyl ether to give 224 mg (89%) of grayish product. Reactants: Cl (hydrochloric acid), C(OCC)(=O)Cl (ethyl chlorocarbonate), OC1=C(C(=O)O)C=CC(=C1CCC)OC (2-hydroxy-3-n-propyl-4-methoxybenzoic acid), S1C(=CC=C1)CN (2-thiophenemethylamine). Solvent: C(Cl)Cl (methylene chloride), C(Cl)Cl (methylene chloride), C(C)N(CC)CC (triethylamine). Run at temperature 0 celsius, time 15 minute. Yields the product OC1=C(C(=O)NCC=2SC=CC2)C=CC(=C1CCC)OC (N-(2-hydroxy-3-n-propyl-4-methoxybenzoyl)-2-thiophenemethylamine). RXN SMILES: C(Cl)(=O)OCC.[OH:7][C:8]1[C:16]([CH2:17][CH2:18][CH3:19])=[C:15]([O:20][CH3:21])[CH:14]=[CH:13][C:9]=1[C:10]([OH:12])=O.[S:22]1[CH:26]=[CH:25][CH:24]=[C:23]1[CH2:27][NH2:28].Cl>C(Cl)Cl.C(N(CC)CC)C>[OH:7][C:8]1[C:16]([CH2:17][CH2:18][CH3:19])=[C:15]([O:20][CH3:21])[CH:14]=[CH:13][C:9]=1[C:10]([NH:28][CH2:27][C:23]1[S:22][CH:26]=[CH:25][CH:24]=1)=[O:12]. Procedure: Under argon atmosphere, a solution of ethyl chlorocarbonate (7.65 ml) in methylene chloride (90 ml) was cooled to -15° C., and to the solution was added dropwise a solution of 2-hydroxy-3-n-propyl-4-methoxybenzoic acid (8 g) and triethylamine (11.1 ml) in methylene chloride (160 ml) for 30 minutes, and the mixture was agitated for another 15 minutes. 2-thiophenemethylamine (4.7 ml) was added to the mixture and the mixture was agitated for 3 hours while the temperature of the mixture was elevated...